From a dataset of the Open Reaction Database (ORD), a public repository of structured organic reaction records. describe an organic reaction: reactants, conditions, products, and yield Run in C(Cl)Cl (CH2Cl2). Reaction SMILES: [Cl:1][C:2]1[N:3](CC2C=CC(OC)=CC=2)[CH:4]=[C:5]2[N:10]3[C@H:11]4[CH2:16][CH2:15][CH2:14][C@H:12]4[N:13]=[C:9]3[N:8]([CH3:17])[C:7](=[O:18])[C:6]=12.C(O)(C(F)(F)F)=O.FC(F)(F)S(O)(=O)=O>C(Cl)Cl>[Cl:1][C:2]1[NH:3][CH:4]=[C:5]2[N:10]3[C@H:11]4[CH2:16][CH2:15][CH2:14][C@H:12]4[N:13]=[C:9]3[N:8]([CH3:17])[C:7](=[O:18])[C:6]=12. Conditions: time 8 hour. The product is ClC=1NC=C2C1C(N(C=1N2[C@@H]2[C@H](N1)CCC2)C)=O ((6aR,9aS)-5,6a,7,8,9,9a-hexahydro-3-chloro-5-methyl-cyclopent[4,5]imidazo[1,2-a]pyrrolo[4,3-e]pyrimidin-4(2H)-one). Starting materials: ClC=1N(C=C2C1C(N(C=1N2[C@@H]2[C@H](N1)CCC2)C)=O)CC2=CC=C(C=C2)OC ((6aR,9aS)-5,6a,7,8,9,9a-hexahydro-3-chloro-5-methyl-2-(4-methoxy-benzyl)-cyclopent[4,5]imidazo[1,2-a]pyrrolo[4,3-e]pyrimidin-4(2H)-one), C(=O)(C(F)(F)F)O (TFA), FC(S(=O)(=O)O)(F)F (trifluoromethanesulfonic acid). Isolated yield 116.4%. Procedure details: To a solution of (6aR,9aS)-5,6a,7,8,9,9a-hexahydro-3-chloro-5-methyl-2-(4-methoxy-benzyl)-cyclopent[4,5]imidazo[1,2-a]pyrrolo[4,3-e]pyrimidin-4(2H)-one (95 mg, 0.25 mmol) in CH2Cl2 is slowly added TFA and trifluoromethanesulfonic acid (TFMSA). The mixture is stirred at room temperature overnight. Solvents and TFA are removed under reduced pressure. The residue is neutralized and dissolved in DMF, and then purified by a semi-preparative HPLC to give 77 mg of (6aR,9aS)-5,6a,7,8,9,9a-hexahydro-3-ch... Reactants: CC(C)(C)OC(=O)CCC(N)C(=O)N1CCN(c2cccc(C(F)(F)F)c2)CC1, CCOC(C)=O, CCN(C(C)C)C(C)C, CN(C)C=O, On1nnc2ccccc21, O=C(O)c1cc(O)n(-c2ccccc2)n1. Yields the product CC(C)(C)OC(=O)CCC(NC(=O)c1cc(O)n(-c2ccccc2)n1)C(=O)N1CCN(c2cccc(C(F)(F)F)c2)CC1. As a reaction SMILES: [C:1]([CH3:2])([CH3:3])([CH3:4])[O:5][C:6]([CH2:7][CH2:8][CH:9]([C:10]([N:11]1[CH2:12][CH2:13][N:14]([c:17]2[cH:18][c:19]([C:23]([F:24])([F:25])[F:26])[cH:20][cH:21][cH:22]2)[CH2:15][CH2:16]1)=[O:27])[NH2:28])=[O:29].[CH3:69][CH2:70][O:71][C:72](=[O:73])[CH3:74].[CH:55]([N:56]([CH2:57][CH3:58])[CH:59]([CH3:60])[CH3:61])([CH3:62])[CH3:63].[O:64]=[CH:65][N:66]([CH3:67])[CH3:68].[OH:30][n:31]1[c:32]2[c:33]([cH:34][cH:35][cH:36][cH:37]2)[n:38][n:39]1.[OH:40][c:41]1[cH:42][c:43]([C:52](=[O:53])[OH:54])[n:44][n:45]1-[c:46]1[cH:47][cH:48][cH:49][cH:50][cH:51]1>>[C:1]([CH3:2])([CH3:3])([CH3:4])[O:5][C:6]([CH2:7][CH2:8][CH:9]([C:10]([N:11]1[CH2:12][CH2:13][N:14]([c:17]2[cH:18][c:19]([C:23]([F:24])([F:25])[F:26])[cH:20][cH:21][cH:22]2)[CH2:15][CH2:16]1)=[O:27])[NH:28][C:52]([c:43]1[cH:42][c:41]([OH:40])[n:45](-[c:46]2[cH:47][cH:48][cH:49][cH:50][cH:51]2)[n:44]1)=[O:53])=[O:29]. Starting materials: Cc1c(Cl)c(C(F)(F)F)nn1CC(=O)N1CCN(c2ccc(Cl)c(NC(=O)OC(C)(C)C)c2)CC1, CC#N, CO, CC(C)O, Cl. Yields the product Cc1c(Cl)c(C(F)(F)F)nn1CC(=O)N1CCN(c2ccc(Cl)c(N)c2)CC1. Reaction SMILES: [C:1]([O:2][C:3](=[O:4])[NH:8][c:9]1[cH:10][c:11]([N:16]2[CH2:17][CH2:18][N:19]([C:22]([CH2:23][n:24]3[n:25][c:26]([C:31]([F:32])([F:33])[F:34])[c:27]([Cl:30])[c:28]3[CH3:29])=[O:35])[CH2:20][CH2:21]2)[cH:12][cH:13][c:14]1[Cl:15])([CH3:5])([CH3:6])[CH3:7].[CH3:36][C:37]#[N:38].[CH3:39][OH:40].[CH:42]([OH:43])([CH3:44])[CH3:45].[ClH:41]>>[NH2:8][c:9]1[cH:10][c:11]([N:16]2[CH2:17][CH2:18][N:19]([C:22]([CH2:23][n:24]3[n:25][c:26]([C:31]([F:32])([F:33])[F:34])[c:27]([Cl:30])[c:28]3[CH3:29])=[O:35])[CH2:20][CH2:21]2)[cH:12][cH:13][c:14]1[Cl:15].